Task: describe an organic reaction: reactants, conditions, products, and yield. Dataset: the Open Reaction Database (ORD), a public repository of structured organic reaction records Reactants: C(=O)(C(F)(F)F)O.C(Cl)Cl (TFA DCM), FC1=CC(=C2C=CNC2=C1)C=1N=C(C2=C(N1)C=C(S2)CN2C[C@H]1N(CC2)CCC1)N1CCOCC1 (2-(6-fluoro-1H-indol-4-yl)-6-[(S)-1-(hexahydro-pyrrolo[1,2-a]pyrazin-2-yl)methyl]-4-morpholin-4-yl-thieno-[3,2-d]pyrimidine), Cl.C(C)(C)(C)OC(=O)N1CC2(C1)CCNCC2 (2,7-diaza-spiro[3.5]nonane-2-carboxylic acid tert-butyl ester hydrochloride). Product: C1NCC12CCN(CC2)CC2=CC=1N=C(N=C(C1S2)N2CCOCC2)C2=C1C=CNC1=CC(=C2)F (6-(2,7-Diaza-spiro[3.5]non-7-ylmethyl)-2-(6-fluoro-1H-indol-4-yl)-4-morpholin-4-yl-thieno[3,2-d]pyrimidine), solid. Yield: 44.0%. RXN SMILES: [F:1][C:2]1[CH:10]=[C:9]2[C:5]([CH:6]=[CH:7][NH:8]2)=[C:4]([C:11]2[N:12]=[C:13]([N:30]3[CH2:35][CH2:34][O:33][CH2:32][CH2:31]3)[C:14]3[S:19][C:18]([CH2:20][N:21]4[CH2:26][CH2:25]N5C[CH2:28][CH2:29][C@H:23]5[CH2:22]4)=[CH:17][C:15]=3[N:16]=2)[CH:3]=1.Cl.C(O[C:42]([N:44]1CC2(CCNCC2)C1)=O)(C)(C)C.C(O)(C(F)(F)F)=O.C(Cl)Cl>>[CH2:42]1[C:29]2([CH2:23][CH2:22][N:21]([CH2:20][C:18]3[S:19][C:14]4[C:13]([N:30]5[CH2:35][CH2:34][O:33][CH2:32][CH2:31]5)=[N:12][C:11]([C:4]5[CH:3]=[C:2]([F:1])[CH:10]=[C:9]6[C:5]=5[CH:6]=[CH:7][NH:8]6)=[N:16][C:15]=4[CH:17]=3)[CH2:26][CH2:25]2)[CH2:28][NH:44]1 |f:1.2,3.4|. Procedure details: Prepared according to the method used in the preparation of 2-(6-fluoro-1H-indol-4-yl)-6-[(S)-1-(hexahydro-pyrrolo[1,2-a]pyrazin-2-yl)methyl]-4-morpholin-4-yl-thieno-[3,2-d]pyrimidine using 2,7-diaza-spiro[3.5]nonane-2-carboxylic acid tert-butyl ester hydrochloride in place of (S)-octahydro-pyrrolo[1,2-a]pyrazine, followed by BOC-deprotection using TFA:DCM (1:1). The title compound was obtained as a white solid (27 mg, 44%).